This data is from the Open Reaction Database (ORD), a public repository of structured organic reaction records. The task is: describe an organic reaction: reactants, conditions, products, and yield Reactants: C(C)(C)[C@H]1[C@H](CCC(C1)N(C)C(C)C)N1C([C@H](CC1)NC(OCC1=CC=CC=C1)=O)=O (Benzyl (S)-1-((1S,2S,4R/S)-2-isopropyl-4-(isopropyl(methyl)amino)cyclohexyl)-2-oxopyrrolidin-3-ylcarbamate). The reagents and catalysts are [OH-].[OH-].[Pd+2] (Pd(OH)2). Solvent: CO (MeOH). Reaction conditions: time 5 hour. Yields the product N[C@@H]1C(N(CC1)[C@@H]1[C@@H](CC(CC1)N(C)C(C)C)C(C)C)=O ((S)-3-amino-1-((1S,2S,4R/S)-2-isopropyl-4-(isopropyl(methyl)amino)cyclohexyl)pyrrolidin-2-one). Isolated yield 91.8%. Reaction SMILES: [CH:1]([C@@H:4]1[CH2:9][CH:8]([N:10]([CH:12]([CH3:14])[CH3:13])[CH3:11])[CH2:7][CH2:6][C@@H:5]1[N:15]1[CH2:19][CH2:18][C@H:17]([NH:20]C(=O)OCC2C=CC=CC=2)[C:16]1=[O:31])([CH3:3])[CH3:2]>CO.[OH-].[OH-].[Pd+2]>[NH2:20][C@H:17]1[CH2:18][CH2:19][N:15]([C@H:5]2[CH2:6][CH2:7][CH:8]([N:10]([CH:12]([CH3:13])[CH3:14])[CH3:11])[CH2:9][C@H:4]2[CH:1]([CH3:3])[CH3:2])[C:16]1=[O:31] |f:2.3.4|. Procedure: Benzyl (S)-1-((1S,2S,4R/S)-2-isopropyl-4-(isopropyl(methyl)amino)cyclohexyl)-2-oxopyrrolidin-3-ylcarbamate (160 mg) was dissolved in MeOH (6 mL) prior to the addition of 20% Pd(OH)2 (50 mg) in a Parr bottle. The bottle was evacuated and then back-filled with hydrogen; this was repeated three more times. The reaction was stirred under 60 psi of H2 for 5 h and then filtered and concentrated. The resulting residue was dissolved in MeOH (6 mL) prior to the addition of 20% Pd(OH)2 (75 mg) in a Parr b... Starting materials: BrC=1SC=CC1 (2-bromothiophene), BrC=1SC=CC1 (2-bromothiophene), [Mg] (magnesium), Cl (hydrochloric acid), BrC=1SC=CC1 (2-bromothiophene), Grignard reagent, Grignard reagent 2-thienylmagnesiumbromide, BrC=1SC=CC1 (2-bromothiophene), [Mg] (magnesium), BrC=1SC=CC1 (2-bromothiophene), [Mg] (magnesium), Grignard reagent. The reagents and catalysts are Cl[Ni]1([P](CCC[P](C2=CC=CC=C2)1C3=CC=CC=C3)(C4=CC=CC=C4)C5=CC=CC=C5)Cl (Ni(dppp)Cl2). Run in CCOCC (ether), CCOCC (ether), CCOCC (ether), C(C)OCC (diethylether). Conditions: time 15 minute. Yields the product S1C(=CC=C1)C=1SC=CC1 (2,2'-bithiophene). RXN SMILES: Br[C:2]1[S:3][CH:4]=[CH:5][CH:6]=1.[Mg].Cl>C(OCC)C.Cl[Ni]1(Cl)[P](C2C=CC=CC=2)(C2C=CC=CC=2)CCC[P]1(C1C=CC=CC=1)C1C=CC=CC=1>[S:3]1[CH:4]=[CH:5][CH:6]=[C:2]1[C:2]1[S:3][CH:4]=[CH:5][CH:6]=1 |^1:16,32|. Procedure: The Grignard reagent 2-thienylmagnesiumbromide (T-MgBr) was made from 2-bromothiophene (T-Br) in a standard fashion in a three-necked roundbottom flask with 9 gr (370 mmol) of magnesium and 45 gr (276 mmol) of T-Br in 120 ml diethylether. Initially, a small amount of ether and a few milliliters of T-Br were added to the magnesium and the reaction was initiated by crushing some of the magnesium with a glass rod. The reaction was maintained by adding the rest of the T-Br and the ether in small por... Reactants: COC(CC#N)OC, CN(C)C=O, Cl, [H-], NC=CC(=O)C(F)(F)F, [Na+], O. Product: N#CC=CNC=CC(=O)C(F)(F)F. Reaction SMILES: [CH3:12][O:13][CH:14]([CH2:15][C:16]#[N:17])[O:18][CH3:19].[CH3:21][N:22]([CH3:23])[CH:24]=[O:25].[ClH:20].[H-:1].[NH2:3][CH:4]=[CH:5][C:6]([C:7]([F:8])([F:9])[F:10])=[O:11].[Na+:2].[OH2:26]>>[NH:3]([CH:4]=[CH:5][C:6]([C:7]([F:8])([F:9])[F:10])=[O:11])[CH:14]=[CH:15][C:16]#[N:17]. Starting materials: COc1ccc2c(c1)C1CCCNC1CC2, O=C(O)c1ccc2[nH]cnc2c1. Yields the product COc1ccc2c(c1)C1CCCN(C(=O)c3ccc4[nH]cnc4c3)C1CC2. Reaction SMILES: [CH3:13][O:14][c:15]1[cH:16][cH:17][c:18]2[c:19]([cH:28]1)[CH:20]1[CH2:21][CH2:22][CH2:23][NH:24][CH:25]1[CH2:26][CH2:27]2.[nH:1]1[cH:2][n:3][c:4]2[c:5]1[cH:6][cH:7][c:8]([C:10](=[O:11])[OH:12])[cH:9]2>>[nH:1]1[cH:2][n:3][c:4]2[c:5]1[cH:6][cH:7][c:8]([C:10](=[O:12])[N:24]1[CH2:23][CH2:22][CH2:21][CH:20]3[c:19]4[c:18]([cH:17][cH:16][c:15]([O:14][CH3:13])[cH:28]4)[CH2:27][CH2:26][CH:25]31)[cH:9]2. Starting materials: ClC=1C=C(C=CC1Cl)S(=O)(=O)C1CCNCC1 (4-[(3,4-dichlorophenyl)sulfonyl]piperidine), ClC1=NC=CC=C1C(F)(F)F (2-chloro-3-(trifluoromethyl)pyridine), CCN(C(C)C)C(C)C (DIEA), O1CCOCC1 (1,4-dioxane). Run in [NH4+].[Cl-] (NH4Cl), CCOC(=O)C (EtOAc). Reaction conditions: temperature 200 celsius. The product is ClC=1C=C(C=CC1Cl)S(=O)(=O)C1CCN(CC1)C1=NC=CC=C1C(F)(F)F (2-{4-[(3,4-dichlorophenyl)sulfonyl]piperidin-1-yl}-3-(trifluoromethyl)pyridine). Isolated yield 63.6%. Reaction SMILES: [Cl:1][C:2]1[CH:3]=[C:4]([S:9]([CH:12]2[CH2:17][CH2:16][NH:15][CH2:14][CH2:13]2)(=[O:11])=[O:10])[CH:5]=[CH:6][C:7]=1[Cl:8].Cl[C:19]1[C:24]([C:25]([F:28])([F:27])[F:26])=[CH:23][CH:22]=[CH:21][N:20]=1.CCN(C(C)C)C(C)C.O1CCOCC1>[NH4+].[Cl-].CCOC(C)=O>[Cl:1][C:2]1[CH:3]=[C:4]([S:9]([CH:12]2[CH2:17][CH2:16][N:15]([C:19]3[C:24]([C:25]([F:28])([F:27])[F:26])=[CH:23][CH:22]=[CH:21][N:20]=3)[CH2:14][CH2:13]2)(=[O:11])=[O:10])[CH:5]=[CH:6][C:7]=1[Cl:8] |f:4.5|. Procedure details: A mixture of the amine from Step 7D (200 mg, 0.68 mmol), 2-chloro-3-(trifluoromethyl)pyridine (200 mg, 1.36 mmol), DIEA (0.36 mL, 2.04 mmol), and 1,4-dioxane (0.10 mL) was heated in the Emrys Creator microwave to 200° C. for 1 h. The mixture was diluted with sat. NH4Cl (20 mL) and EtOAc (50 mL). The organic phase washed with 10% HCl (25 mL), H2O (3×25 mL), and brine (25 mL), dried (MgSO4), and concentrated. The resulting yellow oil was purified by SiO2 chromatography (elution with 10 to 30% EtOA...